This data is from the Open Reaction Database (ORD), a public repository of structured organic reaction records. The task is: describe an organic reaction: reactants, conditions, products, and yield Solvent: ClCCl (dichloromethane). Procedure details: 2-propenyl bromide (1.95 ml) was added to a solution of (2β,3α,5α,16β,17β)-2-(4-morpholinyl)-16(1-pyrrolidinyl)-androstane-3,17-diol 17-acetate (1.35 g) in dichloromethane (27 ml) and the solution was sealed in a pressure bottle at room temperature for 22 h. The solvent was removed under reduced pressure with the minimum of heating and the crude solid (1.59 g) was chromatographed on alumina (Fluka type 5016A). The pure fractions were combined, taken up in dichloromethane (15 ml) and diethyl ethe... Reactants: C(C=C)Br (2-propenyl bromide), C(C)(=O)O[C@@H]1[C@]2(C)[C@@H](C[C@@H]1N1CCCC1)[C@@H]1CC[C@H]3C[C@@H]([C@H](C[C@]3(C)[C@H]1CC2)N2CCOCC2)O ((2β,3α,5α,16β,17β)-2-(4-morpholinyl)-16(1-pyrrolidinyl)-androstane-3,17-diol 17-acetate). The product is [Br-].C(C)(=O)O[C@@H]1[C@]2(C)[C@@H](C[C@@H]1[N+]1(CCCC1)CC=C)[C@@H]1CC[C@H]3C[C@@H]([C@H](C[C@]3(C)[C@H]1CC2)N2CCOCC2)O (1-[(2β,3α,5α,16β,17β)-17-acetyloxy-3-hydroxy-2-(4-morpholinyl)-androstan-16-yl]-1(2-propenyl)pyrrolidinium bromide). RXN SMILES: [CH2:1]([Br:4])[CH:2]=[CH2:3].[C:5]([O:8][C@H:9]1[C@@H:14]([N:15]2[CH2:19][CH2:18][CH2:17][CH2:16]2)[CH2:13][C@H:12]2[C@H:20]3[C@H:30]([CH2:31][CH2:32][C@:10]12[CH3:11])[C@:28]1([CH3:29])[C@H:23]([CH2:24][C@H:25]([OH:39])[C@@H:26]([N:33]2[CH2:38][CH2:37][O:36][CH2:35][CH2:34]2)[CH2:27]1)[CH2:22][CH2:21]3)(=[O:7])[CH3:6]>ClCCl>[Br-:4].[C:5]([O:8][C@H:9]1[C@@H:14]([N+:15]2([CH2:3][CH:2]=[CH2:1])[CH2:16][CH2:17][CH2:18][CH2:19]2)[CH2:13][C@H:12]2[C@H:20]3[C@H:30]([CH2:31][CH2:32][C@:10]12[CH3:11])[C@:28]1([CH3:29])[C@H:23]([CH2:24][C@H:25]([OH:39])[C@@H:26]([N:33]2[CH2:34][CH2:35][O:36][CH2:37][CH2:38]2)[CH2:27]1)[CH2:22][CH2:21]3)(=[O:7])[CH3:6] |f:3.4|. The reactants are BrC1=CC2=C(N=C(S2)Cl)C=C1 (6-bromo-2-chlorobenzo[d]thiazole), Cl.N1C[C@H](CCC1)O ((S)-piperidin-3-ol hydrochloride), C(C)(C)N(C(C)C)CC (N,N-diisopropylethylamine). Run in CN(C=O)C (N,N-dimethylformamide). Run at temperature 150 celsius. The product is BrC1=CC2=C(N=C(S2)N2C[C@H](CCC2)O)C=C1 ((S)-1-(6-bromobenzo[d]thiazol-2-yl)piperidin-3-ol). Reaction SMILES: [Br:1][C:2]1[CH:11]=[CH:10][C:5]2[N:6]=[C:7](Cl)[S:8][C:4]=2[CH:3]=1.Cl.[NH:13]1[CH2:18][CH2:17][CH2:16][C@H:15]([OH:19])[CH2:14]1.C(N(CC)C(C)C)(C)C>CN(C)C=O>[Br:1][C:2]1[CH:11]=[CH:10][C:5]2[N:6]=[C:7]([N:13]3[CH2:18][CH2:17][CH2:16][C@H:15]([OH:19])[CH2:14]3)[S:8][C:4]=2[CH:3]=1 |f:1.2|. Procedure details: A mixture of 6-bromo-2-chlorobenzo[d]thiazole (1.0 g, 4.0 mmol) and (S)-piperidin-3-ol hydrochloride (0.609 g, 4.43 mmol), and N,N-diisopropylethylamine (3.51 mL, 0.02012 mole) in N,N-dimethylformamide (2.0 mL) was heated to 150° C. under microwave irradiation for 15 minutes. The reaction mixture was transferred to a 100 mL round bottom flask (methanol rinse) and volatiles were removed under reduced pressure. The residue was partitioned between CHCl3 and saturated aqueous sodium carbonate. The o...